This data is from the Open Reaction Database (ORD), a public repository of structured organic reaction records. The task is: describe an organic reaction: reactants, conditions, products, and yield Starting materials: [N+](=O)([O-])C=1C=CC(=NC1)SC1=CC=C(C=C1)CCC(=O)OC (methyl 3-[4-(5-nitropyridin-2-ylsulfanyl)phenyl]propionate), [BH4-].[Na+] (sodium borohydride). Reagents/catalysts: [C].[Pd] (palladium-carbon). Solvent: CO (methanol). Run at time 24 hour. The product is NC=1C=CC(=NC1)SC1=CC=C(C=C1)CCC(=O)OC (methyl 3-[4-(5-aminopyridin-2-ylsulfanyl)phenyl]propionate). RXN SMILES: [N+:1]([C:4]1[CH:5]=[CH:6][C:7]([S:10][C:11]2[CH:16]=[CH:15][C:14]([CH2:17][CH2:18][C:19]([O:21][CH3:22])=[O:20])=[CH:13][CH:12]=2)=[N:8][CH:9]=1)([O-])=O.[BH4-].[Na+]>CO.[C].[Pd]>[NH2:1][C:4]1[CH:5]=[CH:6][C:7]([S:10][C:11]2[CH:16]=[CH:15][C:14]([CH2:17][CH2:18][C:19]([O:21][CH3:22])=[O:20])=[CH:13][CH:12]=2)=[N:8][CH:9]=1 |f:1.2,4.5|. Reported procedure: To a solution of methyl 3-[4-(5-nitropyridin-2-ylsulfanyl)phenyl]propionate (2.97 g, 9.33 mmol) in methanol (50 mL) were added sodium borohydride (0.590 g, 15.6 mmol) and 10% palladium-carbon (1.80 g), and the resulting solution was stirred for 24 hours at room temperature under a hydrogen atmosphere at atmospheric pressure. The reaction solution was filtered through Celite, and to the resulting filtrate was added concentrated hydrochloric acid (1.5 mL), and concentrated under reduced pressure. ... Starting materials: P(=O)(Cl)(Cl)Cl (phosphorus oxychloride), OC=1N=C2N(C(C1)=O)CCC(N2)C(F)(F)F (2-hydroxy-8-(trifluoromethyl)-6,7,8,9-tetrahydro-4H-pyrimido[1,2-a]pyrimidin-4-one), [OH-].[Na+] (sodium hydroxide). Run in O (water), ClCCCl (1,2-dichloroethane), C(C)(=O)OCC (ethyl acetate). Conditions: temperature 65 celsius. Product: ClC=1N=C2N(C(C1)=O)CCC(N2)C(F)(F)F (2-chloro-8-(trifluoromethyl)-6,7,8,9-tetrahydro-4H-pyrimido[1,2-a]pyrimidin-4-one). The yield is 81.6%. As a reaction SMILES: P(Cl)(Cl)([Cl:3])=O.O[C:7]1[N:8]=[C:9]2[NH:17][CH:16]([C:18]([F:21])([F:20])[F:19])[CH2:15][CH2:14][N:10]2[C:11](=[O:13])[CH:12]=1.[OH-].[Na+]>ClCCCl.O.C(OCC)(=O)C>[Cl:3][C:7]1[N:8]=[C:9]2[NH:17][CH:16]([C:18]([F:21])([F:20])[F:19])[CH2:15][CH2:14][N:10]2[C:11](=[O:13])[CH:12]=1 |f:2.3|. Reported procedure: 136 mL (1440 mmol) of phosphorus oxychloride are added, at room temperature and under an argon atmosphere, to a suspension of 68.10 g (290 mmol) of 2-hydroxy-8-(trifluoromethyl)-6,7,8,9-tetrahydro-4H-pyrimido[1,2-a]pyrimidin-4-one in 950 mL of 1,2-dichloroethane. The mixture obtained is then heated at 65° C. for 3 hours. After cooling, the reaction mixture is evaporated to dryness under reduced pressure. The residue obtained is taken up in 140 mL of cold water and 430 mL of ethyl acetate. 32% so...